This data is from the Open Reaction Database (ORD), a public repository of structured organic reaction records. The task is: describe an organic reaction: reactants, conditions, products, and yield The reactants are C[Si](C)(C)C=[N+]=[N-], CO, Cc1ccccc1, O=C(O)C1(c2ccccc2)CCCCCC1. Product: COC(=O)C1(c2ccccc2)CCCCCC1. As a reaction SMILES: [CH3:1][Si:2]([CH:3]=[N+:4]=[N-:5])([CH3:6])[CH3:7].[CH3:24][OH:25].[CH3:26][c:27]1[cH:28][cH:29][cH:30][cH:31][cH:32]1.[c:8]1([C:14]2([C:21](=[O:22])[OH:23])[CH2:15][CH2:16][CH2:17][CH2:18][CH2:19][CH2:20]2)[cH:9][cH:10][cH:11][cH:12][cH:13]1>>[CH3:1][O:22][C:21]([C:14]1([c:8]2[cH:9][cH:10][cH:11][cH:12][cH:13]2)[CH2:15][CH2:16][CH2:17][CH2:18][CH2:19][CH2:20]1)=[O:23]. The reactants are Cl.Cl.NCC(CNC1=NC2=CC=CC=C2C(C1)=O)OC (2-(3-amino-2-methoxyprop-1-ylamino)quinolin-4-one dihydrochloride), C(C)(=O)[O-].[Na+] (sodium acetate), ClC=1C=C(C=O)C=CC1Cl (3,4-dichlorobenzaldehyde), C(#N)[BH3-].[Na+] (Sodium cyanoborohydride). The solvent is C(C)(=O)O (acetic acid), CO (methanol), CO (methanol). Run at time 4 hour. Product: 880, N (ammonia), ClC=1C=C(CNCC(CNC=2NC3=CC=CC=C3C(C2)=O)OC)C=CC1Cl (2-[3-(3,4-Dichlorobenzylamino)-2-methoxyprop-1-ylamino]-1H-quinolin-4-one). The yield is 48.4%. As a reaction SMILES: Cl.Cl.[NH2:3][CH2:4][CH:5]([O:19][CH3:20])[CH2:6][NH:7][C:8]1[CH2:17][C:16](=[O:18])[C:15]2[C:10](=[CH:11][CH:12]=[CH:13][CH:14]=2)[N:9]=1.C([O-])(=O)C.[Na+].[Cl:26][C:27]1[CH:28]=[C:29]([CH:32]=[CH:33][C:34]=1[Cl:35])[CH:30]=O.C([BH3-])#N.[Na+]>C(O)(=O)C.CO>[NH3:3].[Cl:26][C:27]1[CH:28]=[C:29]([CH:32]=[CH:33][C:34]=1[Cl:35])[CH2:30][NH:3][CH2:4][CH:5]([O:19][CH3:20])[CH2:6][NH:7][C:8]1[NH:9][C:10]2[C:15]([C:16](=[O:18])[CH:17]=1)=[CH:14][CH:13]=[CH:12][CH:11]=2 |f:0.1.2,3.4,6.7|. Reported procedure: A suspension of 2-(3-amino-2-methoxyprop-1-ylamino)quinolin-4-one dihydrochloride (0.15 g, 0.468 mmol), sodium acetate (0.096 g, 1.17 mmol) and 3,4-dichlorobenzaldehyde (0.082 g, 0.468 mmol) in 1% acetic acid in methanol (1.4 ml) was stirred at room temperature for 4 h. Sodium cyanoborohydride (0.059 g, 0.937mol) in methanol (1.1 ml) was added and stirring continued for 72 h. The mixture was concentrated and chromatographed (2%, 5% then 10% (10% 880 aqueous ammonia in methanol) in dichloromethan... Reactants: CCCC[N+](CCCC)(CCCC)CCCC, CCOC(C)=O, [F-], C1CCOC1, CC1(C)OCC(Cc2cnc3c(c2)cc(C(=CC2CCCC2)c2ccc(S(C)(=O)=O)cc2)n3S(=O)(=O)c2ccccc2)O1. Yields the product CC1(C)OCC(Cc2cnc3[nH]c(C(=CC4CCCC4)c4ccc(S(C)(=O)=O)cc4)cc3c2)O1. Reaction SMILES: [CH3:45][CH2:46][CH2:47][CH2:48][N+:49]([CH2:50][CH2:51][CH2:52][CH3:53])([CH2:54][CH2:55][CH2:56][CH3:57])[CH2:58][CH2:59][CH2:60][CH3:61].[CH3:67][CH2:68][O:69][C:70](=[O:71])[CH3:72].[F-:44].[O:62]1[CH2:63][CH2:64][CH2:65][CH2:66]1.[c:1]1([S:2](=[O:3])(=[O:4])[n:10]2[c:11]([C:27](=[CH:28][CH:29]3[CH2:30][CH2:31][CH2:32][CH2:33]3)[c:34]3[cH:35][cH:36][c:37]([S:40](=[O:41])(=[O:42])[CH3:43])[cH:38][cH:39]3)[cH:12][c:13]3[c:14]2[n:15][cH:16][c:17]([CH2:19][CH:20]2[O:21][C:22]([CH3:25])([CH3:26])[O:23][CH2:24]2)[cH:18]3)[cH:5][cH:6][cH:7][cH:8][cH:9]1>>[nH:10]1[c:11]([C:27](=[CH:28][CH:29]2[CH2:30][CH2:31][CH2:32][CH2:33]2)[c:34]2[cH:35][cH:36][c:37]([S:40](=[O:41])(=[O:42])[CH3:43])[cH:38][cH:39]2)[cH:12][c:13]2[c:14]1[n:15][cH:16][c:17]([CH2:19][CH:20]1[O:21][C:22]([CH3:25])([CH3:26])[O:23][CH2:24]1)[cH:18]2. Starting materials: N1(N=NC=C1)C[C@H]1N(C([C@H]1NC(\C(\C=1N=C(SC1)NC(=O)OC(C)(C)C)=N/OC(C(=O)OC(C)(C)C)(C)C)=O)=O)S(=O)(=O)O ((2R,3S)-2-((1H-1,2,3-triazol-1-yl)methyl)-3-((Z)-2-(((1-(tert-butoxy)-2-methyl-1-oxopropan-2-yl)oxy)imino)-2-(2-((tert-butoxycarbonyl)amino)thiazol-4-yl)acetamido)-4-oxoazetidine-1-sulfonic acid), C(=O)(C(F)(F)F)O (TFA). Run in C(Cl)Cl (DCM). The product is N1(N=NC=C1)C[C@H]1N(C([C@H]1NC(\C(\C=1N=C(SC1)N)=N/OC(C(=O)O)(C)C)=O)=O)S(=O)(=O)O (2-(((Z)-(2-(((2R,3S)-2-((1H-1,2,3-triazol-1-yl)methyl)-4-oxo-1-sulfoazetidin-3-yl)amino)-1-(2-aminothiazol-4-yl)-2-oxoethylidene)amino)oxy)-2-methylpropanoic acid). The yield is 19.7%. As a reaction SMILES: [N:1]1([CH2:6][C@@H:7]2[C@H:10]([NH:11][C:12](=[O:39])/[C:13](=[N:27]\[O:28][C:29]([CH3:38])([CH3:37])[C:30]([O:32]C(C)(C)C)=[O:31])/[C:14]3[N:15]=[C:16]([NH:19]C(OC(C)(C)C)=O)[S:17][CH:18]=3)[C:9](=[O:40])[N:8]2[S:41]([OH:44])(=[O:43])=[O:42])[CH:5]=[CH:4][N:3]=[N:2]1.C(O)(C(F)(F)F)=O>C(Cl)Cl>[N:1]1([CH2:6][C@@H:7]2[C@H:10]([NH:11][C:12](=[O:39])/[C:13](=[N:27]\[O:28][C:29]([CH3:38])([CH3:37])[C:30]([OH:32])=[O:31])/[C:14]3[N:15]=[C:16]([NH2:19])[S:17][CH:18]=3)[C:9](=[O:40])[N:8]2[S:41]([OH:44])(=[O:42])=[O:43])[CH:5]=[CH:4][N:3]=[N:2]1. Procedure details: Followed the general procedure for the acid mediated deprotection using (2R,3S)-2-((1H-1,2,3-triazol-1-yl)methyl)-3-((Z)-2-(((1-(tert-butoxy)-2-methyl-1-oxopropan-2-yl)oxy)imino)-2-(2-((tert-butoxycarbonyl)amino)thiazol-4-yl)acetamido)-4-oxoazetidine-1-sulfonic acid (80 mg, 0.121 mmol), DCM (4 mL) and TFA (1 mL, 13 mmol). The crude residue was purified by reverse phase prep HPLC (T3, 30×150 mm, 5 μm, C18 column; ACN-water with 0.1% formic acid modifier, 1 mL/min), affording the title compound (1... Reactants: [Br-], CON=C1CCc2c(Br)cccc21, c1ccc(P(c2ccccc2)(c2ccccc2)[Pd](P(c2ccccc2)(c2ccccc2)c2ccccc2)(P(c2ccccc2)(c2ccccc2)c2ccccc2)P(c2ccccc2)(c2ccccc2)c2ccccc2)cc1, [Zn+]c1ccccn1. The product is CON=C1CCc2c1cccc2-c1ccccn1. As a reaction SMILES: [Br-:1].[CH3:9][O:10][N:11]=[C:12]1[CH2:13][CH2:14][c:15]2[c:16]([Br:21])[cH:17][cH:18][cH:19][c:20]21.[cH:22]1[cH:23][cH:24][c:25]([P:26]([Pd:27]([P:28]([c:29]2[cH:30][cH:31][cH:32][cH:33][cH:34]2)([c:35]2[cH:36][cH:37][cH:38][cH:39][cH:40]2)[c:41]2[cH:42][cH:43][cH:44][cH:45][cH:46]2)([P:47]([c:48]2[cH:49][cH:50][cH:51][cH:52][cH:53]2)([c:54]2[cH:55][cH:56][cH:57][cH:58][cH:59]2)[c:60]2[cH:61][cH:62][cH:63][cH:64][cH:65]2)[P:66]([c:67]2[cH:68][cH:69][cH:70][cH:71][cH:72]2)([c:73]2[cH:74][cH:75][cH:76][cH:77][cH:78]2)[c:79]2[cH:80][cH:81][cH:82][cH:83][cH:84]2)([c:85]2[cH:86][cH:87][cH:88][cH:89][cH:90]2)[c:91]2[cH:92][cH:93][cH:94][cH:95][cH:96]2)[cH:97][cH:98]1.[n:2]1[c:3]([Zn+:8])[cH:4][cH:5][cH:6][cH:7]1>>[n:2]1[c:3](-[c:16]2[c:15]3[c:20]([cH:19][cH:18][cH:17]2)[C:12](=[N:11][O:10][CH3:9])[CH2:13][CH2:14]3)[cH:4][cH:5][cH:6][cH:7]1. The reactants are [Na] (sodium), N1C(CCC1)=O (2-pyrrolidinone), COC1=CC=C(C(=O)Cl)C=C1 (p-methoxybenzoyl chloride). Run in CN(C=O)C (dimethylformamide), CN(C=O)C (dimethylformamide). Conditions: time 1 hour. Yields the product COC1=CC=C(C(=O)N2C(CCC2)=O)C=C1 (1-(p-methoxybenzoyl)-2-pyrrolidinone). As a reaction SMILES: [Na].[NH:2]1[CH2:6][CH2:5][CH2:4][C:3]1=[O:7].[CH3:8][O:9][C:10]1[CH:18]=[CH:17][C:13]([C:14](Cl)=[O:15])=[CH:12][CH:11]=1>CN(C)C=O>[CH3:8][O:9][C:10]1[CH:18]=[CH:17][C:13]([C:14]([N:2]2[CH2:6][CH2:5][CH2:4][C:3]2=[O:7])=[O:15])=[CH:12][CH:11]=1 |^1:0|. Procedure details: 20.2 g. of the sodium salt of 2-pyrrolidinone (prepared using sodium hydride) suspended in 270 ml. of dimethylformamide are added in four portions at -10° C. to a solution of 37.0 g. of p-methoxybenzoyl chloride in 50 ml. of dimethylformamide. Subsequently, the mixture is stirred at room temperature for 1 hour and then at 40° C. for 4 hours. The solvent is evaporated and the residue is treated with diethyl ether and with cold sodium bicarbonate solution. The insoluble crystalline constituents ar...